Dataset: the Open Reaction Database (ORD), a public repository of structured organic reaction records. Task: describe an organic reaction: reactants, conditions, products, and yield Reactants: C(C)OC(C1=CC(=C(C=C1)NC=O)C(CCNC(=O)OC(C)(C)C)=O)=O (ethyl-4-formylamino-3-[3'-(N-tert-butyloxycarbonylamino)propionyl]benzoate), Cl.NO (hydroxylamine hydrochloride). Run in N1=CC=CC=C1 (pyridine). Yields the product C(C)OC(C1=CC(=C(C=C1)N)C(CCNC(=O)OC(C)(C)C)=NO)=O (Ethyl-4-amino-3-[3'-(N-tert-butyloxycarbonylamino)-1-hydroxyiminopropyl]benzoate). Yield: 71.1%. As a reaction SMILES: [CH2:1]([O:3][C:4](=[O:26])[C:5]1[CH:10]=[CH:9][C:8]([NH:11]C=O)=[C:7]([C:14](=O)[CH2:15][CH2:16][NH:17][C:18]([O:20][C:21]([CH3:24])([CH3:23])[CH3:22])=[O:19])[CH:6]=1)[CH3:2].Cl.[NH2:28][OH:29]>N1C=CC=CC=1>[CH2:1]([O:3][C:4](=[O:26])[C:5]1[CH:10]=[CH:9][C:8]([NH2:11])=[C:7]([C:14](=[N:28][OH:29])[CH2:15][CH2:16][NH:17][C:18]([O:20][C:21]([CH3:24])([CH3:23])[CH3:22])=[O:19])[CH:6]=1)[CH3:2] |f:1.2|. Procedure details: A solution of ethyl-4-formylamino-3-[3'-(N-tert-butyloxycarbonylamino)propionyl]benzoate (7.04 g, 20 mmol) and hydroxylamine hydrochloride (7.65 g, 110 mmol) in pyridine (200 ml), was heated at reflux for 15 hours. After this time the solution was cooled to ambient temperature and the solvent evaporated in vacuo. The residue was chromatographed (eluent 1:1 petrol:ethyl acetate) to give the title oxime (5.0 g, 71%) as a solid. m.p. 138°-140° C. NMR δ (250 MHz, CDCl3) 1.40 (12H, m), 3.13 (2H, t, J... The reactants are C(=O)(OCC)C1C(C(N(C1C(=O)OCC)C1CCCCC1)=O)=O (4,5-dicarbethoxy-1-cyclohexyl-2,3-dioxopyrrolidine), C(=O)(OCC)C1C(C(N(C1C(=O)OCC)C1CCCCC1)=O)=O (4,5-dicarbethoxy-1-cyclohexyl-2,3-dioxopyrrolidine), starting material, 4,5-dimethoxy, C(=O)(OCC)C1C(C(N(C1C(=O)OCC)C1CCCCC1)=O)=O (4,5-dicarbethoxy-1-cyclohexyl-2,3-dioxopyrrolidine), C(C)OC=1C(N(CC1C(=O)O)C(C)C)=O (3-Ethoxy-1-isopropyl-2-oxo-3-pyrroline-4-carboxylic Acid). The product is C1(CCCCC1)N1C(C(=C(C1)C(=O)O)OCC)=O (1-Cyclohexyl-3-ethoxy-2-oxo-3-pyrroline-4-carboxylic Acid), C(=O)(OCC)C1C(C(N(C1)C1CCCCC1)=O)=O (4-carbethoxy-1-cyclohexyl-2,3-dioxopyrrolidine). As a reaction SMILES: [C:1]([CH:6]1[CH:10](C(OCC)=O)[N:9]([CH:16]2[CH2:21][CH2:20][CH2:19][CH2:18][CH2:17]2)[C:8](=[O:22])[C:7]1=[O:23])([O:3][CH2:4][CH3:5])=[O:2].[CH2:24](OC1C(=O)N(C(C)C)CC=1C(O)=O)[CH3:25]>>[CH:16]1([N:9]2[CH2:10][C:6]([C:1]([OH:3])=[O:2])=[C:7]([O:23][CH2:24][CH3:25])[C:8]2=[O:22])[CH2:17][CH2:18][CH2:19][CH2:20][CH2:21]1.[C:1]([CH:6]1[CH2:10][N:9]([CH:16]2[CH2:17][CH2:18][CH2:19][CH2:20][CH2:21]2)[C:8](=[O:22])[C:7]1=[O:23])([O:3][CH2:4][CH3:5])=[O:2]. Procedure: The 1-cyclohexyl derivative 5a was prepared in the current investigation from the enolic 4,5-dicarbethoxy-1-cyclohexyl-2,3-dioxopyrrolidine (1a) by a similar procedure conducted on nearly the same scale (ca. 0.088 mol of 1a used in many experiments). Both the 4,5-dicarbethoxy derivative 1a and the 4,5-dimethoxy derivative (mp 160° C.) have been used as starting materials with similar results. The procedure was identical with that described above for 5b, except that it was not necessary to conduc...